From a dataset of the Open Reaction Database (ORD), a public repository of structured organic reaction records. describe an organic reaction: reactants, conditions, products, and yield Starting materials: O.C(CC(O)(C(=O)O)CC(=O)O)(=O)O (citric acid monohydrate), C(CCCCC)(N)N (hexanediamine), C1(\C=C/C(=O)O1)=O (maleic anhydride), aqueous solution, [OH-].[NH4+] (ammonium hydroxide). Run in O (water). Reaction conditions: time 15 minute. Yields the product copolymer, C(CC(O)(C(=O)O)CC(=O)O)(=O)O (citric acid), C(CCCCC)(N)N (hexanediamine). Reaction SMILES: O.[C:2]([OH:14])(=[O:13])[CH2:3][C:4]([CH2:9][C:10]([OH:12])=[O:11])([C:6]([OH:8])=[O:7])[OH:5].[CH:15]([NH2:22])([NH2:21])[CH2:16][CH2:17][CH2:18][CH2:19][CH3:20].C1(=O)OC(=O)C=C1.[OH-].[NH4+]>O>[C:2]([OH:14])(=[O:13])[CH2:3][C:4]([CH2:9][C:10]([OH:12])=[O:11])([C:6]([OH:8])=[O:7])[OH:5].[CH:15]([NH2:22])([NH2:21])[CH2:16][CH2:17][CH2:18][CH2:19][CH3:20] |f:0.1,4.5|. Procedure details: A solution of 2.1 g (0.01 moles) of citric acid monohydrate (Formula weight 210) and 0.32 g (0.0028 moles) hexanediamine was added to 19.6 g (0.2 mole) maleic anhydride which had been dissolved in 40 ml water at 80°-95° C., and finally 30 g of 30% aqueous solution of ammonium hydroxide (0.22 mol NH3) was added. This solution was evaporated to dryness over a period of 30 minutes. The solid was then heated at 195°-220° C. for 10 minutes, removed from the heat, allowed to cool and broken up with a ... Reactants: resultant mixture, [H][H] (hydrogen), N(=[N+]=[N-])C1CN(C1)C(C1=CC=CC=C1)C1=CC=CC=C1 (3-azido-1-benzhydrylazetidine). The reagents and catalysts are [C].[Pd] (Palladium-carbon). Solvent: C(C)(=O)OCC (ethyl acetate). Yields the product NC1CN(C1)C(C1=CC=CC=C1)C1=CC=CC=C1 (3-Amino-1-benzhydrylazetidine). Yield: 72.2%. RXN SMILES: [N:1]([CH:4]1[CH2:7][N:6]([CH:8]([C:15]2[CH:20]=[CH:19][CH:18]=[CH:17][CH:16]=2)[C:9]2[CH:14]=[CH:13][CH:12]=[CH:11][CH:10]=2)[CH2:5]1)=[N+]=[N-].[H][H]>C(OCC)(=O)C.[C].[Pd]>[NH2:1][CH:4]1[CH2:7][N:6]([CH:8]([C:9]2[CH:14]=[CH:13][CH:12]=[CH:11][CH:10]=2)[C:15]2[CH:20]=[CH:19][CH:18]=[CH:17][CH:16]=2)[CH2:5]1 |f:3.4|. Procedure details: 5% Palladium-carbon (200 mg) was added to 3-azido-1-benzhydrylazetidine (630 mg) obtained from Referential Example 104 in ethyl acetate (12 mL). The resultant mixture was subjected to catalytic reduction in a hydrogen atmosphere for 15 hours. The catalyst was filtered off. The solvent was evaporated under reduced pressure. The residue was purified through silica gel column chromatography (chloroform-methanol), to thereby give the title compound as a solid (410 mg, 65%). The reactants are O1CCOCC1 (dioxane), CN (methylamine), C(C(=O)Cl)(=O)Cl (oxalyl chloride), FC(CNS(=O)(=O)C(C)C)(C)C1=CC=C(C=C1)C1=CC=C(C(=O)O)C=C1 ((+)-4-[4-(1-fluoro-1-methyl-2-{[(methylethyl)sulfonyl]amino}ethyl)phenyl]benzoic acid). The reagents and catalysts are CN(C)C=O (DMF). Run in C(Cl)Cl (CH2Cl2). The product is FC(CNS(=O)(=O)C(C)C)(C)C1=CC=C(C=C1)C1=CC=C(C=C1)C(=O)NC ({4-[4-(1-Fluoro-1-methyl-2-{[(methylethyl)sulfonyl]amino}ethyl)phenyl]phenyl}-N-methylcarboxamide). The yield is 32.0%. As a reaction SMILES: C(Cl)(=O)C(Cl)=O.[F:7][C:8]([C:18]1[CH:23]=[CH:22][C:21]([C:24]2[CH:32]=[CH:31][C:27]([C:28](O)=[O:29])=[CH:26][CH:25]=2)=[CH:20][CH:19]=1)([CH3:17])[CH2:9][NH:10][S:11]([CH:14]([CH3:16])[CH3:15])(=[O:13])=[O:12].O1CCOCC1.[CH3:39][NH2:40]>C(Cl)Cl.CN(C=O)C>[F:7][C:8]([C:18]1[CH:23]=[CH:22][C:21]([C:24]2[CH:32]=[CH:31][C:27]([C:28]([NH:40][CH3:39])=[O:29])=[CH:26][CH:25]=2)=[CH:20][CH:19]=1)([CH3:17])[CH2:9][NH:10][S:11]([CH:14]([CH3:16])[CH3:15])(=[O:13])=[O:12]. Reported procedure: Into a 50 mL single neck flask, 1 mL oxalyl chloride was added syringe wise to (+)-4-[4-(1-fluoro-1-methyl-2-{[(methylethyl)sulfonyl]amino}ethyl)phenyl]benzoic acid (300 mg, 0.79 mmol, prepared in example 1a) in CH2Cl2 (20 mL) while stirring under nitrogen at room temperature. Immediately, 1 drop of DMF was added by pipette initiating a foaming of the mixture. The reaction was stirred one hour at this temperature and then concentrated under reduced vacuum to yield a white semi-solid. This materi... Reactants: CN(CCCN1N=CC(=C1)C1=CN(C=2N=CN=C(C21)N[C@@H](C)C2=NN1C(C(N2C2=CC=CC=C2)=O)=C(C=C1)C)COCC[Si](C)(C)C)C ((S)-2-(1-((5-(1-(3-(Dimethylamino)propyl)-1H-pyrazol-4-yl)-7-((2-(trimethylsilyl)ethoxy)methyl)-7H-pyrrolo[2,3-d]pyrimidin-4-yl)amino)ethyl)-5-methyl-3-phenylpyrrolo[2,1-f][1,2,4]triazin-4(3H)-one), FC(C(=O)O)(F)F (trifluroacetic acid), N (ammonia). Yields the product CN(CCCN1N=CC(=C1)C1=CNC=2N=CN=C(C21)N[C@@H](C)C2=NN1C(C(N2C2=CC=CC=C2)=O)=C(C=C1)C)C ((S)-2-(1-((5-(1-(3-(Dimethylamino)propyl)-1H-pyrazol-4-yl)-7H-pyrrolo[2,3-d]pyrimidin-4-yl)amino)ethyl)-5-methyl-3-phenylpyrrolo[2,1-f][1,2,4]triazin-4(3H)-one). The yield is 44.7%. RXN SMILES: [CH3:1][N:2]([CH3:48])[CH2:3][CH2:4][CH2:5][N:6]1[CH:10]=[C:9]([C:11]2[C:19]3[C:18]([NH:20][C@H:21]([C:23]4[N:28]([C:29]5[CH:34]=[CH:33][CH:32]=[CH:31][CH:30]=5)[C:27](=[O:35])[C:26]5=[C:36]([CH3:39])[CH:37]=[CH:38][N:25]5[N:24]=4)[CH3:22])=[N:17][CH:16]=[N:15][C:14]=3[N:13](COCC[Si](C)(C)C)[CH:12]=2)[CH:8]=[N:7]1.FC(F)(F)C(O)=O.N>>[CH3:48][N:2]([CH3:1])[CH2:3][CH2:4][CH2:5][N:6]1[CH:10]=[C:9]([C:11]2[C:19]3[C:18]([NH:20][C@H:21]([C:23]4[N:28]([C:29]5[CH:34]=[CH:33][CH:32]=[CH:31][CH:30]=5)[C:27](=[O:35])[C:26]5=[C:36]([CH3:39])[CH:37]=[CH:38][N:25]5[N:24]=4)[CH3:22])=[N:17][CH:16]=[N:15][C:14]=3[NH:13][CH:12]=2)[CH:8]=[N:7]1. Reported procedure: (S)-2-(1-((5-(1-(3-(Dimethylamino)propyl)-1H-pyrazol-4-yl)-7-((2-(trimethylsilyl)ethoxy)methyl)-7H-pyrrolo[2,3-d]pyrimidin-4-yl)amino)ethyl)-5-methyl-3-phenylpyrrolo[2,1-f][1,2,4]triazin-4(3H)-one (50 mg, 0.05 mmol) was treated with trifluroacetic acid (2 ml, 26 mmol) and a solution of ammonia (7N in methanol, 5 ml, 35 mmol) according to the method decried in Example 27 to give 12 mg (42% yield) of the title compound. Purity 97%. Reactants: C1CCOC1, CCOCC, CC(C)[N-]C(C)C, CC(C)(C)OC(=O)c1cn(-c2ccc(Cl)cc2)c(-c2ccc(Cl)cc2Cl)n1, [Li+], Cc1ccc(S(=O)(=O)C#N)cc1. Product: CC(C)(C)OC(=O)c1nc(-c2ccc(Cl)cc2Cl)n(-c2ccc(Cl)cc2)c1C#N. Reaction SMILES: [CH2:53]1[O:54][CH2:55][CH2:56][CH2:57]1.[CH3:48][CH2:49][O:50][CH2:51][CH3:52].[CH:1]([N-:4][CH:2]([CH3:3])[CH3:5])([CH3:6])[CH3:7].[Cl:9][c:10]1[cH:11][cH:12][c:13](-[n:16]2[c:17](-[c:28]3[c:29]([Cl:35])[cH:30][c:31]([Cl:34])[cH:32][cH:33]3)[n:18][c:19]([C:21](=[O:22])[O:23][C:24]([CH3:25])([CH3:26])[CH3:27])[cH:20]2)[cH:14][cH:15]1.[Li+:8].[c:36]1([CH3:37])[cH:38][cH:39][c:40]([S:41]([C:42]#[N:43])(=[O:44])=[O:45])[cH:46][cH:47]1>>[C:1](#[N:4])[c:20]1[n:16](-[c:13]2[cH:12][cH:11][c:10]([Cl:9])[cH:15][cH:14]2)[c:17](-[c:28]2[c:29]([Cl:35])[cH:30][c:31]([Cl:34])[cH:32][cH:33]2)[n:18][c:19]1[C:21](=[O:22])[O:23][C:24]([CH3:25])([CH3:26])[CH3:27]. Reactants: C(C1=CC=CC=C1)(=O)NC=1C=C(C=CC1Cl)NC(C1=CN=C(C=C1)Cl)=O (N-(3-benzamido-4-chlorophenyl)-6-chloronicotinamide), C[C@@H]1CNC[C@@H](O1)C (cis-2,6-dimethylmorpholine). The product is N-(3-benzamido-4-chlorophenyl)-6-(2,6-dimethylmorpholin), C(C1=CN=CC=C1)(=O)N (nicotinamide). As a reaction SMILES: C(NC1C=C([NH:17][C:18](=[O:26])[C:19]2[CH:24]=[CH:23][C:22](Cl)=[N:21][CH:20]=2)C=CC=1Cl)(=O)C1C=CC=CC=1.C[C@H]1O[C@@H](C)CNC1>>[C:18]([NH2:17])(=[O:26])[C:19]1[CH:24]=[CH:23][CH:22]=[N:21][CH:20]=1. Reported procedure: N-(3-benzamido-4-chlorophenyl)-6-chloronicotinamide (0.15 mmol) was used in general procedure 3 with cis-2,6-dimethylmorpholine (0.77 mmol). The product was purified by RP-HPLC to give N-(3-benzamido-4-chlorophenyl)-6-(2,6-dimethylmorpholin))nicotinamide. MS (Q1) 465.0 (M)+